Dataset: the Open Reaction Database (ORD), a public repository of structured organic reaction records. Task: describe an organic reaction: reactants, conditions, products, and yield Reactants: [Si](C)(C)(C(C)(C)C)N1C(C[C@@H]1CI)=O (1-(tert-butyldimethylsilyl)-4(R)-(iodomethyl)-azetidin-2-one), N1CCCCC1 (piperidine). Product: [Si](C)(C)(C(C)(C)C)N1C(C[C@@H]1CN1CCCCC1)=O (1-(tert-butyldimethylsilyl)-4(R)-(piperidin-1-ylmethyl)azetidin-2-one). Yield: 71.0%. RXN SMILES: [Si:1]([N:8]1[C@@H:11]([CH2:12]I)[CH2:10][C:9]1=[O:14])([C:4]([CH3:7])([CH3:6])[CH3:5])([CH3:3])[CH3:2].[NH:15]1[CH2:20][CH2:19][CH2:18][CH2:17][CH2:16]1>>[Si:1]([N:8]1[C@@H:11]([CH2:12][N:15]2[CH2:20][CH2:19][CH2:18][CH2:17][CH2:16]2)[CH2:10][C:9]1=[O:14])([C:4]([CH3:7])([CH3:6])[CH3:5])([CH3:3])[CH3:2]. Procedure details: 1-(tert-butyldimethylsilyl)-4(R)-(iodomethyl)-azetidin-2-one (202 mg, 0.62 mmol) was heated at reflux in piperidine (5 mL) for 2 h. The solution was concentrated, dissolved in CH2Cl2 and washed with saturated NaHCO3 and brine, dried (MgSO4) and concentrated. The residue was purified by flash chromatography (SiO2, EtOAc) to give 1-(tert-butyldimethylsilyl)-4(R)-(piperidin-1-ylmethyl)azetidin-2-one (116 mg, 71% yield). 1H NMR (400 MHz, CDCl3) δ 3.70-3.63 (m, 1H), 3.16 (dd, J=15.3, 5.4 Hz, 1H), 2.7... The reactants are CCO (EtOH), Cl.O1CCOCC1 (HCl dioxane), C(C)(C)(C)OC(=O)NCC1CCC(CC1)CNC1=NC(=NC=C1C(=O)O)NCC1=C(C=CC=C1)Cl (4-{[4-(tert-butoxycarbonylamino-methyl)-cyclohexylmethyl]-amino}-2-(2-chloro-benzylamino)-pyrimidine-5-carboxylic acid). The solvent is C(Cl)(Cl)Cl (CHCl3). Reaction conditions: time 2 hour. The product is NCC1CCC(CC1)CNC1=NC(=NC=C1C(=O)O)NCC1=C(C=CC=C1)Cl (4-[(4-aminomethyl-cyclohexylmethyl)-amino]-2-(2-chloro-benzylamino)-pyrimidine-5-carboxylic acid). Yield: 52.9%. RXN SMILES: C(OC([NH:8][CH2:9][CH:10]1[CH2:15][CH2:14][CH:13]([CH2:16][NH:17][C:18]2[C:23]([C:24]([OH:26])=[O:25])=[CH:22][N:21]=[C:20]([NH:27][CH2:28][C:29]3[CH:34]=[CH:33][CH:32]=[CH:31][C:30]=3[Cl:35])[N:19]=2)[CH2:12][CH2:11]1)=O)(C)(C)C.CCO.Cl.O1CCOCC1>C(Cl)(Cl)Cl>[NH2:8][CH2:9][CH:10]1[CH2:11][CH2:12][CH:13]([CH2:16][NH:17][C:18]2[C:23]([C:24]([OH:26])=[O:25])=[CH:22][N:21]=[C:20]([NH:27][CH2:28][C:29]3[CH:34]=[CH:33][CH:32]=[CH:31][C:30]=3[Cl:35])[N:19]=2)[CH2:14][CH2:15]1 |f:2.3|. Procedure details: To a solution of 4-{[4-(tert-butoxycarbonylamino-methyl)-cyclohexylmethyl]-amino}-2-(2-chloro-benzylamino)-pyrimidine-5-carboxylic acid (80 mg, 0.159 mmol) dissolved in 2:1 CHCl3:EtOH at room temperature was added 4.0 M HCl/dioxane (5.0 mL). The mixture was stirred at room temperature for 2 h then concentrated in vacuo to provide a crude white powder. The crude material was purified by preparative scale reverse phase HPLC using a 0.1% TFA-H2O/CH3CN mobile phase. The product-containing fractions ... Reactants: [BH-](OC(=O)C)(OC(=O)C)OC(=O)C.[Na+] (NaBH(OAc)3), NC1CCN(CC1)CCN1C(C=NC2=C(C=C(C=C12)F)F)=O (1-[2-(4-aminopiperidin-1-yl)ethyl]-5,7-difluoroquinoxalin-2(1H)-one), NC1CCN(CC1)CCN1C(C=NC2=C(C=C(C=C12)F)F)=O (1-[2-(4-aminopiperidin-1-yl)ethyl]-5,7-difluoroquinoxalin-2(1H)-one), O=C1NC2=C(OC1)C=CC(=N2)C=O (3-oxo-3,4-dihydro-2H-pyrido[3,2-b][1,4]oxazine-6-carbaldehyde). The solvent is CO (methanol), C(C)(=O)OCC (ethyl acetate). Run at temperature 0 celsius, time 8 hour. Yields the product FC1=C2N=CC(N(C2=CC(=C1)F)CCN1CCC(CC1)NCC=1C=CC=2OCC(NC2N1)=O)=O (6-[({1-[2-(5,7-Difluoro-2-oxoquinoxalin-1(2H)-yl)ethyl]piperidin-4-yl}amino)methyl]-2H-pyrido[3,2-b][1,4]oxazin-3(4H)-one). Isolated yield 43.1%. RXN SMILES: [NH2:1][CH:2]1[CH2:7][CH2:6][N:5]([CH2:8][CH2:9][N:10]2[C:19]3[C:14](=[C:15]([F:21])[CH:16]=[C:17]([F:20])[CH:18]=3)[N:13]=[CH:12][C:11]2=[O:22])[CH2:4][CH2:3]1.[O:23]=[C:24]1[CH2:29][O:28][C:27]2[CH:30]=[CH:31][C:32]([CH:34]=O)=[N:33][C:26]=2[NH:25]1.[BH-](OC(C)=O)(OC(C)=O)OC(C)=O.[Na+]>CO.C(OCC)(=O)C>[F:21][C:15]1[CH:16]=[C:17]([F:20])[CH:18]=[C:19]2[C:14]=1[N:13]=[CH:12][C:11](=[O:22])[N:10]2[CH2:9][CH2:8][N:5]1[CH2:4][CH2:3][CH:2]([NH:1][CH2:34][C:32]2[CH:31]=[CH:30][C:27]3[O:28][CH2:29][C:24](=[O:23])[NH:25][C:26]=3[N:33]=2)[CH2:7][CH2:6]1 |f:2.3|. Procedure details: To a solution of 1-[2-(4-aminopiperidin-1-yl)ethyl]-5,7-difluoroquinoxalin-2(1H)-one (Intermediate 192, 0.158 g) in methanol (10 mL) were added 3 Å molecular sieve power (0.15 g) and 3-oxo-3,4-dihydro-2H-pyrido[3,2-b][1,4]oxazine-6-carbaldehyde (WO 2004/058144) (92 mg). After 2 hours at reflux, the reaction was cooled to 0° C. and NaBH(OAc)3 (0.19 g) was added. The reaction was allowed to warm to room temperature and was stirred overnight. It was diluted with ethyl acetate, filtered, washed with... Starting materials: COC1=C(C(=C(C=C1)OC)N)N (3,6-dimethoxy-benzene-1,2-diamine), COC1=CC2=C(NC(=N2)CCCNC)C=C1OC ([3-(5,6-dimethoxy-1H-benzoimidazol-2-yl)-propyl]-methyl-amine). Product: COC1=CC=C(C=2NC(=NC21)CCCNC)OC ([3-(4,7-Dimethoxy-1H-benzoimidazol-2-yl)-propyl]-methyl-amine). Reaction SMILES: [CH3:1][O:2][C:3]1[CH:8]=[CH:7][C:6]([O:9][CH3:10])=[C:5]([NH2:11])[C:4]=1[NH2:12].CO[C:15]1C(OC)=C[C:18]2[NH:19][C:20](CCCNC)=N[C:17]=2[CH:16]=1>>[CH3:10][O:9][C:6]1[C:5]2[N:11]=[C:15]([CH2:16][CH2:17][CH2:18][NH:19][CH3:20])[NH:12][C:4]=2[C:3]([O:2][CH3:1])=[CH:8][CH:7]=1. Procedure: Prepared from 3,6-dimethoxy-benzene-1,2-diamine in analogy to the methods described for [3-(5,6-dimethoxy-1H-benzoimidazol-2-yl)-propyl]-methyl-amine. The reactants are C(C)(C)(C)OC(=O)N1[C@@H](CC(C1)=NOC)C(=O)O ((2S,4EZ)-1-(tert-butoxycarbonyl)-4-(methoxyimino)-2-pyrrolidinecarboxylic acid), CC1=C(C=CC=C1)C1=CC=C(C=C1)C(=O)O (2′-methyl[1,1′-biphenyl]-4-carboxylic acid), NCC[C@H](O)C1=CC=CC=C1 ((1S)-3-amino-1-phenyl-1-propanol). Product: O[C@@H](CCNC(=O)[C@H]1N(CC(C1)=NOC)C(=O)C1=CC=C(C=C1)C1=C(C=CC=C1)C)C1=CC=CC=C1 ((2S,4EZ)-N-[(3S)-3-hydroxy-3-phenylpropyl]-4-(methoxyimino)-1-[(2′-methyl[1,1′-biphenyl]-4-yl)carbonyl]-2-pyrrolidinecarboxamide). Reaction SMILES: C(O[C:6]([N:8]1[CH2:12][C:11](=[N:13][O:14][CH3:15])[CH2:10][C@H:9]1[C:16]([OH:18])=O)=[O:7])(C)(C)C.[CH3:19][C:20]1[CH:25]=[CH:24][CH:23]=[CH:22][C:21]=1[C:26]1[CH:31]=[CH:30][C:29](C(O)=O)=[CH:28][CH:27]=1.[NH2:35][CH2:36][CH2:37][C@@H:38]([C:40]1[CH:45]=[CH:44][CH:43]=[CH:42][CH:41]=1)[OH:39]>>[OH:39][C@H:38]([C:40]1[CH:45]=[CH:44][CH:43]=[CH:42][CH:41]=1)[CH2:37][CH2:36][NH:35][C:16]([C@@H:9]1[CH2:10][C:11](=[N:13][O:14][CH3:15])[CH2:12][N:8]1[C:6]([C:29]1[CH:28]=[CH:27][C:26]([C:21]2[CH:22]=[CH:23][CH:24]=[CH:25][C:20]=2[CH3:19])=[CH:31][CH:30]=1)=[O:7])=[O:18]. Procedure: Following the general method as outlined in Example 22, starting from (2S,4EZ)-1-(tert-butoxycarbonyl)-4-(methoxyimino)-2-pyrrolidinecarboxylic acid, 2′-methyl[1,1′-biphenyl]-4-carboxylic acid, and (1S)-3-amino-1-phenyl-1-propanol, the title compound was obtained in 91% purity by HPLC. MS(ESI+): m/z=486. RXN SMILES: [Br:7][CH2:8][CH2:9][OH:10].[C:1](=[O:2])([O-:3])[O-:4].[Cl:11][c:12]1[cH:13][cH:14][c:15](-[c:18]2[cH:19][cH:20][c:21]([C:24]#[C:25][c:26]3[cH:27][c:28]([CH3:41])[c:29]([O:30][CH2:31][CH2:32][NH:33][CH:34]4[CH2:35][CH2:36][CH2:37][CH2:38]4)[cH:39][cH:40]3)[n:22][cH:23]2)[cH:16][cH:17]1.[K+:5].[K+:6].[O:42]=[CH:43][N:44]([CH3:45])[CH3:46]>>[CH2:8]([CH2:9][OH:10])[N:33]([CH2:32][CH2:31][O:30][c:29]1[c:28]([CH3:41])[cH:27][c:26]([C:25]#[C:24][c:21]2[cH:20][cH:19][c:18](-[c:15]3[cH:14][cH:13][c:12]([Cl:11])[cH:17][cH:16]3)[cH:23][n:22]2)[cH:40][cH:39]1)[CH:34]1[CH2:35][CH2:36][CH2:37][CH2:38]1. Yields the product Cc1cc(C#Cc2ccc(-c3ccc(Cl)cc3)cn2)ccc1OCCN(CCO)C1CCCC1. Reactants: OCCBr, O=C([O-])[O-], Cc1cc(C#Cc2ccc(-c3ccc(Cl)cc3)cn2)ccc1OCCNC1CCCC1, [K+], [K+], CN(C)C=O. Reactants: O1[C@@H](C1)COC1=CC=CC=2NC3=CC=CC=C3C12 (4-[(2S)-oxiranylmethoxy]-9H-carbazole), ClC1=CC(=CC=C1)C(=O)OO (m-chloroperbenzoic acid). The solvent is C(Cl)Cl (methylene chloride). Run at time 45 minute. Product: OC=1C=CC=2NC3=CC=CC=C3C2C1OC[C@H]1OC1 (3-Hydroxy-4-[(2S)-oxiranylmethoxy]-9H-carbazole). The yield is 20.6%. As a reaction SMILES: [O:1]1[CH2:3][C@H:2]1[CH2:4][O:5][C:6]1[C:18]2[C:17]3[C:12](=[CH:13][CH:14]=[CH:15][CH:16]=3)[NH:11][C:10]=2[CH:9]=[CH:8][CH:7]=1.ClC1C=CC=C(C(OO)=[O:27])C=1>C(Cl)Cl>[OH:27][C:7]1[CH:8]=[CH:9][C:10]2[NH:11][C:12]3[C:17]([C:18]=2[C:6]=1[O:5][CH2:4][C@@H:2]1[CH2:3][O:1]1)=[CH:16][CH:15]=[CH:14][CH:13]=3. Reported procedure: A solution of 4-[(2S)-oxiranylmethoxy]-9H-carbazole (0.183 g, 0.76 mmol) in 20 mL dry methylene chloride was treated with 0.258 g of 56-86% m-chloroperbenzoic acid. The reaction was stirred at ambient temperature for 45 minutes. The reaction mixture was partitioned with saturated sodium bicarbonate (sat'd NaHCO3) The organic phase was dried (Na2SO4) and concentrated to a dark red oil. Purification by flash chromatography eluting with methylene chloride (CH2Cl2), afforded 0.040 g of the title com...